This data is from the Open Reaction Database (ORD), a public repository of structured organic reaction records. The task is: describe an organic reaction: reactants, conditions, products, and yield Starting materials: CC(C)c1nc(CCOC(=O)NC(C(=O)O)C(C)C)cs1, NC(Cc1ccccc1)C(O)CC(Cc1ccccc1)NC(=O)OCc1cncs1. Product: CC(C)c1nc(CCOC(=O)NC(C(=O)NC(Cc2ccccc2)C(O)CC(Cc2ccccc2)NC(=O)OCc2cncs2)C(C)C)cs1. As a reaction SMILES: [CH:1]([CH3:2])([CH3:3])[c:4]1[s:5][cH:6][c:7]([CH2:9][CH2:10][O:11][C:12](=[O:13])[NH:14][CH:15]([CH:16]([CH3:17])[CH3:18])[C:19](=[O:20])[OH:21])[n:8]1.[NH2:22][CH:23]([CH2:24][c:25]1[cH:26][cH:27][cH:28][cH:29][cH:30]1)[CH:31]([CH2:32][CH:33]([CH2:34][c:35]1[cH:36][cH:37][cH:38][cH:39][cH:40]1)[NH:41][C:42](=[O:43])[O:44][CH2:45][c:46]1[cH:47][n:48][cH:49][s:50]1)[OH:51]>>[CH:1]([CH3:2])([CH3:3])[c:4]1[s:5][cH:6][c:7]([CH2:9][CH2:10][O:11][C:12](=[O:13])[NH:14][CH:15]([CH:16]([CH3:17])[CH3:18])[C:19](=[O:21])[NH:22][CH:23]([CH2:24][c:25]2[cH:26][cH:27][cH:28][cH:29][cH:30]2)[CH:31]([CH2:32][CH:33]([CH2:34][c:35]2[cH:36][cH:37][cH:38][cH:39][cH:40]2)[NH:41][C:42](=[O:43])[O:44][CH2:45][c:46]2[cH:47][n:48][cH:49][s:50]2)[OH:51])[n:8]1.